Dataset: the Open Reaction Database (ORD), a public repository of structured organic reaction records. Task: describe an organic reaction: reactants, conditions, products, and yield The reactants are CC(O)c1nc(Cl)ccc1OCc1ccccc1, C[N+]1([O-])CCOCC1, CCC[N+](CCC)(CCC)CCC, CC#N, O=[Ru](=O)(=O)[O-]. Product: CC(=O)c1nc(Cl)ccc1OCc1ccccc1. As a reaction SMILES: [CH2:1]([c:2]1[cH:3][cH:4][cH:5][cH:6][cH:7]1)[O:8][c:9]1[c:10]([CH:16]([CH3:17])[OH:18])[n:11][c:12]([Cl:15])[cH:13][cH:14]1.[CH3:19][N+:20]1([O-:21])[CH2:22][CH2:23][O:24][CH2:25][CH2:26]1.[CH3:32][CH2:33][CH2:34][N+:35]([CH2:36][CH2:37][CH3:38])([CH2:39][CH2:40][CH3:41])[CH2:42][CH2:43][CH3:44].[CH3:45][C:46]#[N:47].[O-:27][Ru:28](=[O:29])(=[O:30])=[O:31]>>[CH2:1]([c:2]1[cH:3][cH:4][cH:5][cH:6][cH:7]1)[O:8][c:9]1[c:10]([C:16]([CH3:17])=[O:18])[n:11][c:12]([Cl:15])[cH:13][cH:14]1.